This data is from the Open Reaction Database (ORD), a public repository of structured organic reaction records. The task is: describe an organic reaction: reactants, conditions, products, and yield The reactants are CC(COC(=O)c1ccccc1)COC1CCCCO1, CO, [Na+], [OH-], O. Yields the product CC(CO)COC1CCCCO1. RXN SMILES: [C:1](=[O:2])([c:3]1[cH:4][cH:5][cH:6][cH:7][cH:8]1)[O:9][CH2:10][CH:11]([CH2:12][O:13][CH:14]1[O:15][CH2:16][CH2:17][CH2:18][CH2:19]1)[CH3:20].[CH3:24][OH:25].[Na+:22].[OH-:21].[OH2:23]>>[OH:9][CH2:10][CH:11]([CH2:12][O:13][CH:14]1[O:15][CH2:16][CH2:17][CH2:18][CH2:19]1)[CH3:20]. Product: ClC=1C=C2C(=NC(=NC2=CC1)CCC)O (6-Chloro-2-propyl-quinazolin-4-ol). As a reaction SMILES: [C:1]([NH:6][C:7]1[CH:15]=[CH:14][C:13]([Cl:16])=[CH:12][C:8]=1[C:9]([NH2:11])=[O:10])(=O)[CH2:2][CH2:3][CH3:4].[OH-].[Na+].Cl>C(O)C>[Cl:16][C:13]1[CH:12]=[C:8]2[C:7](=[CH:15][CH:14]=1)[N:6]=[C:1]([CH2:2][CH2:3][CH3:4])[N:11]=[C:9]2[OH:10] |f:1.2|. Procedure details: 2-Butyrylamino-5-chloro-benzamide (1.08 g, 4.49 mmol, 1 eq.), 1.000 N NaOH (13.46 mL, 13.5 mmol, 3 eq.) and ethanol (10 mL) were mixed and stirred at rt for 15 minutes. The mixture was acidified to pH=2 with 1.000 N HCl. The mixture was extracted with ethyl acetate. Solids that did not dissolve were filtered and rinsed with diethyl ether to dry. Obtained 810 mg of a white solid product. LCMS detects (M+H)+=223. The solvent is C(C)O (ethanol). Isolated yield 81.0%. Reactants: C(CCC)(=O)NC1=C(C(=O)N)C=C(C=C1)Cl (2-Butyrylamino-5-chloro-benzamide), [OH-].[Na+] (NaOH), Cl (HCl). Reaction conditions: time 15 minute. Product: FC1=C(C=C(C=C1)OC)C1=[N+](C=C(C=C1OCC(C)C)C(=O)OC)[O-] (2-(2-fluoro-5-methoxyphenyl)-3-isobutoxy-5-(methoxycarbonyl)pyridine 1-oxide). Procedure details: Under a nitrogen atmosphere, to a solution of methyl 6-(2-fluoro-5-methoxyphenyl)-5-isobutoxynicotinate (758 mg) in acetonitrile (9.4 mL) were added urea-hydrogen peroxide adduct (555 mg) and trifluoroacetic anhydride (793 μL) at 0° C., and the mixture was gradually warmed to room temperature and stirred overnight. Saturated aqueous sodium hydrogen carbonate solution was added to the reaction mixture, and the solvent was evaporated under reduced pressure. The residue was filtered, and the solven... Reaction conditions: time 8 hour. The yield is 79.4%. Run in C(C)#N (acetonitrile). The reactants are FC1=C(C=C(C=C1)OC)C1=NC=C(C(=O)OC)C=C1OCC(C)C (methyl 6-(2-fluoro-5-methoxyphenyl)-5-isobutoxynicotinate), NC(=O)N.OO (urea hydrogen peroxide), FC(C(=O)OC(C(F)(F)F)=O)(F)F (trifluoroacetic anhydride), C(O)([O-])=O.[Na+] (sodium hydrogen carbonate). As a reaction SMILES: [F:1][C:2]1[CH:7]=[CH:6][C:5]([O:8][CH3:9])=[CH:4][C:3]=1[C:10]1[C:19]([O:20][CH2:21][CH:22]([CH3:24])[CH3:23])=[CH:18][C:13]([C:14]([O:16][CH3:17])=[O:15])=[CH:12][N:11]=1.NC(N)=[O:27].OO.FC(F)(F)C(OC(=O)C(F)(F)F)=O.C(=O)([O-])O.[Na+]>C(#N)C>[F:1][C:2]1[CH:7]=[CH:6][C:5]([O:8][CH3:9])=[CH:4][C:3]=1[C:10]1[C:19]([O:20][CH2:21][CH:22]([CH3:24])[CH3:23])=[CH:18][C:13]([C:14]([O:16][CH3:17])=[O:15])=[CH:12][N+:11]=1[O-:27] |f:1.2,4.5|. Conditions: time 8 hour. The product is N1(CCCCC1)CCNC1=CC=C(C=2C(C3=CC=CC=C3C(C12)=O)=O)NCCN1CCCCC1 (1,4-bis(2-piperidinoethylamino)anthraquinone). Reactants: C=1C=CC2=C(C1)C(=O)C3=C(C=CC(=C3C2=O)O)O (quinizarin), NCCN1CCCCC1 (N-(2-aminoethyl)piperidine). Solvent: O (water). Procedure: A mixture of 4.07 g. or quinizarin, 21.74 g. of N-(2-aminoethyl)piperidine and 26 ml. of water is stirred under reflux for 2 hours and then allowed to stand overnight. The gummy solid is collected and washed with water by centrifugation, giving 1.99 g. of blue-black solid. This solid is dissolved in 15 ml. of chloroform and chromatographed by an abbreviated wet-column procedure on 100 g. of alumina, eluting with chloroform. A total of 180 ml. of eluate is collected in eight separate cuts from th... RXN SMILES: [CH:1]1[CH:2]=[CH:3][C:4]2[C:15](=[O:16])[C:14]3[C:9](=[C:10](O)[CH:11]=[CH:12][C:13]=3O)[C:7](=[O:8])[C:5]=2[CH:6]=1.[NH2:19][CH2:20][CH2:21][N:22]1[CH2:27][CH2:26][CH2:25][CH2:24][CH2:23]1>O>[N:22]1([CH2:21][CH2:20][NH:19][C:13]2[C:14]3[C:15](=[O:16])[C:4]4[C:5](=[CH:6][CH:1]=[CH:2][CH:3]=4)[C:7](=[O:8])[C:9]=3[C:10]([NH:19][CH2:20][CH2:21][N:22]3[CH2:27][CH2:26][CH2:25][CH2:24][CH2:23]3)=[CH:11][CH:12]=2)[CH2:27][CH2:26][CH2:25][CH2:24][CH2:23]1. The reactants are ClC1=C(C=CC=C1)C(C1=C(C=CC(=C1)[N+](=O)[O-])N1C=NC=C1C)=O (2'-chloro-5-nitro(5-methylimidazol-1-yl)benzophenone), C=O (paraformaldehyde). Solvent: C=1(C(=CC=CC1)C)C (xylene). Yields the product ClC1=C(C=CC=C1)C(C1=C(C=CC(=C1)[N+](=O)[O-])N1C(=NC=C1C)CO)=O (2'-chloro-5-nitro-2-[5-methyl-2-(hydroxymethyl)imidazol-1-yl]benzophenone). As a reaction SMILES: [Cl:1][C:2]1[CH:7]=[CH:6][CH:5]=[CH:4][C:3]=1[C:8](=[O:24])[C:9]1[CH:14]=[C:13]([N+:15]([O-:17])=[O:16])[CH:12]=[CH:11][C:10]=1[N:18]1[C:22]([CH3:23])=[CH:21][N:20]=[CH:19]1.[CH2:25]=[O:26]>C1(C)C(C)=CC=CC=1>[Cl:1][C:2]1[CH:7]=[CH:6][CH:5]=[CH:4][C:3]=1[C:8](=[O:24])[C:9]1[CH:14]=[C:13]([N+:15]([O-:17])=[O:16])[CH:12]=[CH:11][C:10]=1[N:18]1[C:22]([CH3:23])=[CH:21][N:20]=[C:19]1[CH2:25][OH:26]. Procedure: In the manner given in Example 1, 2'-chloro-5-nitro(5-methylimidazol-1-yl)benzophenone is heated in a bomb with paraformaldehyde in xylene to 140° C. to give 2'-chloro-5-nitro-2-[5-methyl-2-(hydroxymethyl)imidazol-1-yl]benzophenone. Starting materials: C[O-].[Na+] (Sodium methoxide), Cl.NO (hydroxylamine hydrochloride), ClC1=NC=CC=C1C#N (2-chloro-3-cyanopyridine). The solvent is CO (methanol). Conditions: time 30 minute. Product: ClC1=NC=CC=C1C(N)=NO (2-Chloro-N′-hydroxy-3-pyridinecarboximidamide). Yield: 100.1%. RXN SMILES: C[O-].[Na+].Cl.[NH2:5][OH:6].[Cl:7][C:8]1[C:13]([C:14]#[N:15])=[CH:12][CH:11]=[CH:10][N:9]=1>CO>[Cl:7][C:8]1[C:13]([C:14](=[N:5][OH:6])[NH2:15])=[CH:12][CH:11]=[CH:10][N:9]=1 |f:0.1,2.3|. Reported procedure: Sodium methoxide (150 mi of 0.25M solution in methanol, 37.5 mmol) was added to a solution of hydroxylamine hydrochloride (2.8 g, 39.7 mmol) in methanol (150 mL), and the reaction was stirred at room temperature for 30 minutes. The mixture was filtered, then 2-chloro-3-cyanopyridine (5.0 g, 36.1 mmol) was added, the reaction was stirred at room temperature for 16 hours and then heated to reflux for 2 hours. The reaction was cooled to room temperature, concentrated in vacuo to approximately 50 mL...